Dataset: the Open Reaction Database (ORD), a public repository of structured organic reaction records. Task: describe an organic reaction: reactants, conditions, products, and yield As a reaction SMILES: [Cl:1][C:2]1[N:3]=[CH:4][NH:5][C:6]=1[Cl:7].[OH-].[K+].[Br:10][CH2:11][C:12]1[CH:25]=[C:24]2[C:26]3=[C:27]4[C:17]([CH:18]=[CH:19][CH:20]=[C:21]4[CH:22]=[CH:23]2)=[CH:16][CH:15]=[C:14]3[CH:13]=1>C(#N)C>[Br-:10].[CH:25]1[C:24]2[C:26]3=[C:27]4[C:21](=[CH:22][CH:23]=2)[CH:20]=[CH:19][CH:18]=[C:17]4[CH:16]=[CH:15][C:14]3=[CH:13][C:12]=1[CH2:11][N+:3]1[C:2]([Cl:1])=[C:6]([Cl:7])[N:5]([CH2:11][C:12]2[CH:25]=[C:24]3[C:26]4=[C:27]5[C:17]([CH:18]=[CH:19][CH:20]=[C:21]5[CH:22]=[CH:23]3)=[CH:16][CH:15]=[C:14]4[CH:13]=2)[CH:4]=1 |f:1.2,5.6|. The solvent is C(C)#N (acetonitrile). Procedure details: 4,5-Dichloroimidazole (0.18 g, 1.33 mmol) and potassium hydroxide (0.08 g, 1.46 mmol) will be dissolved in a minimum volume of acetonitrile and stirred at reflux for 30 min. 2-(Bromomethyl)pyrene (2.95 g, 10.0 mmol) will be added and the mixture will be returned to reflux for 3 h. The mixture will be filtered hot to remove the KBr generated. A second equivalent of 2-(bromomethyl)pyrene will be added to the filtrate and the mixture will be returned to reflux for 6 h. The volatile components will ... Starting materials: ClC=1N=CNC1Cl (4,5-Dichloroimidazole), [OH-].[K+] (potassium hydroxide), BrCC1=CC2=CC=C3C=CC=C4C=CC(=C1)C2=C43 (2-(Bromomethyl)pyrene). Yields the product [Br-].C1=C(C=C2C=CC3=CC=CC4=CC=C1C2=C34)C[N+]3=CN(C(=C3Cl)Cl)CC3=CC4=CC=C2C=CC=C1C=CC(=C3)C4=C12 (1,3-bis(pyren-2-ylmethyl)-4,5-dichloroimidazolium bromide).